Dataset: the Open Reaction Database (ORD), a public repository of structured organic reaction records. Task: describe an organic reaction: reactants, conditions, products, and yield Starting materials: C1(CCCCC1)CCNC(CCC(=O)N(CC1=CC=CC=C1)C1=CC=C(C=C1)NS(=O)(=O)C)CC (4-[[2-(cyclohexyl)ethyl]amino]-N-[4-[(methylsulfonyl)amino]phenyl]-N-(phenylmethyl)hexanamide), [H-].[Al+3].[Li+].[H-].[H-].[H-] (lithium aluminum hydride). Product: C1(CCCCC1)CCNC(CCCN(C1=CC=C(C=C1)NS(=O)(=O)C)CC1=CC=CC=C1)CC (N-[4-[[4-[[2-(Cyclohexyl)ethyl]amino]hexyl](phenylmethyl)amino]phenyl]methanesulfonamide). As a reaction SMILES: [CH:1]1([CH2:7][CH2:8][NH:9][CH:10]([CH2:34][CH3:35])[CH2:11][CH2:12][C:13]([N:15]([C:23]2[CH:28]=[CH:27][C:26]([NH:29][S:30]([CH3:33])(=[O:32])=[O:31])=[CH:25][CH:24]=2)[CH2:16][C:17]2[CH:22]=[CH:21][CH:20]=[CH:19][CH:18]=2)=O)[CH2:6][CH2:5][CH2:4][CH2:3][CH2:2]1.[H-].[Al+3].[Li+].[H-].[H-].[H-]>>[CH:1]1([CH2:7][CH2:8][NH:9][CH:10]([CH2:34][CH3:35])[CH2:11][CH2:12][CH2:13][N:15]([CH2:16][C:17]2[CH:22]=[CH:21][CH:20]=[CH:19][CH:18]=2)[C:23]2[CH:24]=[CH:25][C:26]([NH:29][S:30]([CH3:33])(=[O:31])=[O:32])=[CH:27][CH:28]=2)[CH2:6][CH2:5][CH2:4][CH2:3][CH2:2]1 |f:1.2.3.4.5.6|. Procedure: In a manner similar to Example 1 react 4-[[2-(cyclohexyl)ethyl]amino]-N-[4-[(methylsulfonyl)amino]phenyl]-N-(phenylmethyl)hexanamide with lithium aluminum hydride to obtain the title compound. Starting materials: [Li]CCCC (n-BuLi), C(C)(C)NC(C)C (diisopropylamine), N,N-2-trimethylprop-1-en-1-amine, BrBr (Br2), C(C)(=O)OC(C)(C)C (tert-butyl acetate), [Li+].CC(C)[N-]C(C)C (LDA). Solvent: CCOCC (Et2O), CCOCC (Et2O). Conditions: time 1 hour. Product: CN(C(/C=C/C(=O)OC(C)(C)C)(C)C)C ((E)-tert-butyl 4-(dimethylamino)-4-methylpent-2-enoate). RXN SMILES: BrBr.[C:3]([O:6][C:7]([CH3:10])([CH3:9])[CH3:8])(=[O:5])[CH3:4].[Li+].C[CH:13]([N-:15][CH:16](C)C)C.[Li]C[CH2:21][CH2:22][CH3:23].[CH:24](NC(C)C)(C)C>CCOCC>[CH3:13][N:15]([CH3:16])[C:22]([CH3:21])([CH3:23])/[CH:24]=[CH:4]/[C:3]([O:6][C:7]([CH3:10])([CH3:9])[CH3:8])=[O:5] |f:2.3|. Procedure: To the solution of N,N-2-trimethylprop-1-en-1-amine (I-49a, 240 mg, 2.42 mmol) in anhydrous Et2O (40 mL) at −78° C. was added dropwise Br2 (0.12 mL, 2.42 mmol), whereupon I-49b precipitated as a thick, light yellow solid. This mixture was then warmed and kept at 0° C., and treated dropwise with a −78° C. solution of t-butyl lithioacetate, which was prepared in situ by dropwise addition of tert-butyl acetate (I-49c, 0.65 mL, 4.84 mmol) to a solution of LDA at −78° C. (prepared by dropwise additio... Starting materials: BrCC1OCCO1 (2-Bromomethyl-1,3-dioxolane), C(C)OC(C1=CC(=CC=C1)O)=O (ethyl-3-hydroxy-benzoate), C([O-])([O-])=O.[K+].[K+] (potassium carbonate), [I-].[Na+] (sodium iodide). Solvent: CN(C)C=O (DMF). Yields the product C(C)OC(C1=CC(=CC=C1)OCC1OCCO1)=O (3-([1,3]Dioxolan-2-ylmethoxy)-benzoic acid ethyl ester), oil. Isolated yield 91.8%. RXN SMILES: Br[CH2:2][CH:3]1[O:7][CH2:6][CH2:5][O:4]1.[CH2:8]([O:10][C:11](=[O:19])[C:12]1[CH:17]=[CH:16][CH:15]=[C:14]([OH:18])[CH:13]=1)[CH3:9].C(=O)([O-])[O-].[K+].[K+].[I-].[Na+]>CN(C=O)C>[CH2:8]([O:10][C:11](=[O:19])[C:12]1[CH:17]=[CH:16][CH:15]=[C:14]([O:18][CH2:2][CH:3]2[O:7][CH2:6][CH2:5][O:4]2)[CH:13]=1)[CH3:9] |f:2.3.4,5.6|. Procedure: 2-Bromomethyl-1,3-dioxolane (8.3 ml, 80 mmol), ethyl-3-hydroxy-benzoate (3.32 g, 20 mmol), potassium carbonate (5.53 g, 40 mmol) and sodium iodide (1.2 g, 8 mmol) were heated at 120° C. in DMF (8 ml) for 17 hrs. The reaction was cooled to room temperature and all the solvents were evaporated under reduced pressure. The residues were partitioned between DCM (250 ml) and water (250 ml). The DCM layer was separated and the aqueous layer was back-extracted with DCM (2×100 ml). All the DCM extracts w... Starting materials: N1=C(C=CC=C1)C=1C=C(C=CC1)NC1=C(C=C(C=C1)I)N (N-(3-(2-Pyridyl)phenyl)-2-amino-4-iodoaniline), N1=C(C=CC=C1)C=1C=C(C=CC1)NC1=C(C=C(C=C1)I)[N+](=O)[O-] (N-(3-(2-Pyridyl)phenyl)-4-iodo-2-nitroaniline). Yields the product N1=C(C=CC=C1)C=1C=C(C=CC1)N1C=NC2=C1C=CC(=C2)I (1-(3-(2-Pyridyl)phenyl)-5-iodobenzimidazole). Yield: 53.0%. As a reaction SMILES: [N:1]1[CH:6]=[CH:5][CH:4]=[CH:3][C:2]=1[C:7]1[CH:8]=[C:9]([NH:13][C:14]2[CH:19]=[CH:18][C:17]([I:20])=[CH:16][C:15]=2[NH2:21])[CH:10]=[CH:11][CH:12]=1.N1C=CC=C[C:23]=1C1C=C(NC2C=CC(I)=CC=2[N+]([O-])=O)C=CC=1>>[N:1]1[CH:6]=[CH:5][CH:4]=[CH:3][C:2]=1[C:7]1[CH:8]=[C:9]([N:13]2[C:14]3[CH:19]=[CH:18][C:17]([I:20])=[CH:16][C:15]=3[N:21]=[CH:23]2)[CH:10]=[CH:11][CH:12]=1. Procedure: 1-(3-(2-Pyridyl)phenyl)-5-iodobenzimidazole (11f) was prepared analogously from 10f (Example 13). Yield: 53% (from 6f). Mp 157-158° C. Starting materials: CCOC(=O)COc1cc(OC)c(C)cc1C(=O)C(C)C, COCCOC, CC(C)(C)[O-], [K+]. The product is CCOC(=O)C1Oc2cc(OC)c(C)cc2C1(O)C(C)C. Reaction SMILES: [CH2:1]([CH3:2])[O:3][C:4]([CH2:5][O:6][c:7]1[c:8]([C:16]([CH:17]([CH3:18])[CH3:19])=[O:20])[cH:9][c:10]([CH3:15])[c:11]([O:13][CH3:14])[cH:12]1)=[O:21].[CH2:28]([CH2:29][O:30][CH3:31])[O:32][CH3:33].[CH3:22][C:23]([CH3:24])([O-:25])[CH3:26].[K+:27]>>[CH2:1]([CH3:2])[O:3][C:4]([CH:5]1[O:6][c:7]2[c:8]([cH:9][c:10]([CH3:15])[c:11]([O:13][CH3:14])[cH:12]2)[C:16]1([CH:17]([CH3:18])[CH3:19])[OH:20])=[O:21]. The reactants are C(CCC)C=1NC(=C(N1)C(C)(C)O)C(=O)OCC (ethyl 2-butyl-4-(1-hydroxy-1-methylethyl)imidazole-5-carboxylate), BrCC1=CC=C(C=C1)C=1C(=CC=CC1)C(=O)OC(C)(C)C (t-butyl 4'-bromomethylbiphenyl-2-carboxylate). Product: C(C)(C)(C)OC(=O)C1=C(C=CC=C1)C1=CC=C(C=C1)CN1C(=NC(=C1C(=O)OCC)C(C)(C)O)CCCC (Ethyl 1-[(2'-t-butoxycarbonylbiphenyl-4-yl)methyl]-2-butyl-4-(1-hydroxy-1-methylethyl)imidazole-5-carboxylate). Yield: 65.3%. RXN SMILES: [CH2:1]([C:5]1[NH:6][C:7]([C:14]([O:16][CH2:17][CH3:18])=[O:15])=[C:8]([C:10]([OH:13])([CH3:12])[CH3:11])[N:9]=1)[CH2:2][CH2:3][CH3:4].Br[CH2:20][C:21]1[CH:26]=[CH:25][C:24]([C:27]2[C:28]([C:33]([O:35][C:36]([CH3:39])([CH3:38])[CH3:37])=[O:34])=[CH:29][CH:30]=[CH:31][CH:32]=2)=[CH:23][CH:22]=1>>[C:36]([O:35][C:33]([C:28]1[CH:29]=[CH:30][CH:31]=[CH:32][C:27]=1[C:24]1[CH:25]=[CH:26][C:21]([CH2:20][N:6]2[C:7]([C:14]([O:16][CH2:17][CH3:18])=[O:15])=[C:8]([C:10]([OH:13])([CH3:11])[CH3:12])[N:9]=[C:5]2[CH2:1][CH2:2][CH2:3][CH3:4])=[CH:22][CH:23]=1)=[O:34])([CH3:39])([CH3:38])[CH3:37]. Procedure details: Following a procedure similar to that described in Example 1(a), but using 0.92 g of ethyl 2-butyl-4-(1-hydroxy-1-methylethyl)imidazole-5-carboxylate (prepared as described in Preparation 8) and 1.28 g of t-butyl 4'-bromomethylbiphenyl-2-carboxylate, 1.23 g of the title compound were obtained as crystals, melting at 92°-93° C. Yields the product C[C@H](CNS(=O)(=O)C(C)C)OC1=CC=C(C=C1)C1=CC=C(C=C1)C#N (4-[4-((1R)-1-methyl-2-{[(methylethyl)sulfonyl]amino}ethoxy)phenyl]benzenecarbonitrile). Isolated yield 113.0%. Reactants: C(#N)C1=CC=C(C=C1)C1=CC=C(OC(CNS(=O)(=O)C(C)C)C)C=C1 ({2-[4-(4-Cyanophenyl)phenoxy]propyl}[(methylethyl)sulfonyl]amine), C([O-])([O-])=O.[Na+].[Na+] (sodium carbonate), BrC1=CC=C(O[C@@H](CNS(=O)(=O)C(C)C)C)C=C1 ([(2R)-2-(4-bromophenoxy)propyl][(methylethyl)sulfonyl]amine), CC(C(C)O)O (dimethylethylene glycol). The reagents and catalysts are C=1C=CC(=CC1)[P](C=2C=CC=CC2)(C=3C=CC=CC3)[Pd]([P](C=4C=CC=CC4)(C=5C=CC=CC5)C=6C=CC=CC6)([P](C=7C=CC=CC7)(C=8C=CC=CC8)C=9C=CC=CC9)[P](C=1C=CC=CC1)(C=1C=CC=CC1)C=1C=CC=CC1 (tetrakis(triphenylphosphine)palladium(0)). As a reaction SMILES: [C:1]([C:3]1[CH:8]=[CH:7][C:6]([C:9]2[CH:25]=[CH:24][C:12]([O:13][CH:14]([CH3:23])[CH2:15][NH:16][S:17]([CH:20]([CH3:22])[CH3:21])(=[O:19])=[O:18])=[CH:11][CH:10]=2)=[CH:5][CH:4]=1)#[N:2].C(=O)([O-])[O-].[Na+].[Na+].BrC1C=CC(O[C@H](C)CNS(C(C)C)(=O)=O)=CC=1.CC(O)C(O)C>C1C=CC([P]([Pd]([P](C2C=CC=CC=2)(C2C=CC=CC=2)C2C=CC=CC=2)([P](C2C=CC=CC=2)(C2C=CC=CC=2)C2C=CC=CC=2)[P](C2C=CC=CC=2)(C2C=CC=CC=2)C2C=CC=CC=2)(C2C=CC=CC=2)C2C=CC=CC=2)=CC=1>[CH3:23][C@@H:14]([O:13][C:12]1[CH:24]=[CH:25][C:9]([C:6]2[CH:5]=[CH:4][C:3]([C:1]#[N:2])=[CH:8][CH:7]=2)=[CH:10][CH:11]=1)[CH2:15][NH:16][S:17]([CH:20]([CH3:21])[CH3:22])(=[O:19])=[O:18] |f:1.2.3,^1:59,61,80,99|. Reported procedure: 4-Cyanobenzeneboronic acid (171 mg, 1.16 mmol, prepared in example 25), tetrakis(triphenylphosphine)palladium(0) (69 mg, 0.063 mmol), 2 M sodium carbonate (1.6 mL), and [(2R)-2-(4-bromophenoxy)propyl][(methylethyl)sulfonyl]amine (310 mg, 0.922 mmol) were combined in a 15 mL round bottomed flask with dimethylethylene glycol (6.15 mL, DME), fitted with a condenser, stirbar, and in a temperature regulated oil bath, and refluxed in a nitrogen system to 85° C., overnight. The reaction was allowed to ... Conditions: temperature 85 celsius. The reactants are OC1=CC=C(C=C1)C1C(CN(CC1)C(=O)OC(C)(C)C)OCC1=CC=C2CCC(N(C2=C1)CCCOC)=O (tert-butyl 4-(4-hydroxyphenyl)-3-[1-(3-methoxypropyl)-2-oxo-1,2,3,4-tetrahydroquinolin-7-ylmethoxy]piperidine-1-carboxylate), BrCCCCOC1=C(C=CC=C1)F (1-(4-bromobutoxy)-2-fluorobenzene). Yields the product FC1=C(OCCCCOC2=CC=C(C=C2)C2C(CN(CC2)C(=O)OC(C)(C)C)OCC2=CC=C3CCC(N(C3=C2)CCCOC)=O)C=CC=C1 (tert-Butyl 4-{4-[4-(2-fluorophenoxy)butoxy]phenyl}-3-[1-(3-methoxypropyl)-2-oxo-1,2,3,4-tetrahydroquinolin-7-ylmethoxy]piperidine-1-carboxylate). As a reaction SMILES: [OH:1][C:2]1[CH:7]=[CH:6][C:5]([CH:8]2[CH2:13][CH2:12][N:11]([C:14]([O:16][C:17]([CH3:20])([CH3:19])[CH3:18])=[O:15])[CH2:10][CH:9]2[O:21][CH2:22][C:23]2[CH:32]=[C:31]3[C:26]([CH2:27][CH2:28][C:29](=[O:38])[N:30]3[CH2:33][CH2:34][CH2:35][O:36][CH3:37])=[CH:25][CH:24]=2)=[CH:4][CH:3]=1.Br[CH2:40][CH2:41][CH2:42][CH2:43][O:44][C:45]1[CH:50]=[CH:49][CH:48]=[CH:47][C:46]=1[F:51]>>[F:51][C:46]1[CH:47]=[CH:48][CH:49]=[CH:50][C:45]=1[O:44][CH2:43][CH2:42][CH2:41][CH2:40][O:1][C:2]1[CH:7]=[CH:6][C:5]([CH:8]2[CH2:13][CH2:12][N:11]([C:14]([O:16][C:17]([CH3:19])([CH3:20])[CH3:18])=[O:15])[CH2:10][CH:9]2[O:21][CH2:22][C:23]2[CH:32]=[C:31]3[C:26]([CH2:27][CH2:28][C:29](=[O:38])[N:30]3[CH2:33][CH2:34][CH2:35][O:36][CH3:37])=[CH:25][CH:24]=2)=[CH:4][CH:3]=1. Reported procedure: Analogously to Method I, 0.160 g of tert-butyl 4-(4-hydroxyphenyl)-3-[1-(3-methoxypropyl)-2-oxo-1,2,3,4-tetrahydroquinolin-7-ylmethoxy]piperidine-1-carboxylate (Example 44d) and 0.093 g of 1-(4-bromobutoxy)-2-fluorobenzene are reacted. The title compound is obtained as a colourless oil. Rf=0.28 (2:1 EtOAc-heptane); Rt=6.00. Reactants: crude product, N1C=CC=2C(=CC=CC12)C=O (Indole-4-carbaldehyde), [H-].[Na+] (sodium hydride), C1(=CC=CC=C1)S(=O)(=O)Cl (benzenesulfonyl chloride), C(O)([O-])=O.[Na+] (sodium hydrogen carbonate). Solvent: CCCCCC.C(C)(=O)OCC (hexane ethyl acetate), CN(C=O)C (dimethylformamide), C(C)(=O)OCC (ethyl acetate). Conditions: time 1 hour. The product is C1(=CC=CC=C1)S(=O)(=O)N1C=CC=2C(=CC=CC12)C=O (1-benzenesulfonylindole-4-carbaldehyde). The yield is 73.9%. Reaction SMILES: [NH:1]1[C:9]2[CH:8]=[CH:7][CH:6]=[C:5]([CH:10]=[O:11])[C:4]=2[CH:3]=[CH:2]1.[H-].[Na+].[C:14]1([S:20](Cl)(=[O:22])=[O:21])[CH:19]=[CH:18][CH:17]=[CH:16][CH:15]=1.C(=O)([O-])O.[Na+]>CN(C)C=O.CCCCCC.C(OCC)(=O)C.C(OCC)(=O)C>[C:14]1([S:20]([N:1]2[C:9]3[CH:8]=[CH:7][CH:6]=[C:5]([CH:10]=[O:11])[C:4]=3[CH:3]=[CH:2]2)(=[O:22])=[O:21])[CH:19]=[CH:18][CH:17]=[CH:16][CH:15]=1 |f:1.2,4.5,7.8|. Reported procedure: Indole-4-carbaldehyde (580 mg) was dissolved in 8 ml of dimethylformamide, then 176 mg of sodium hydride (content 60%) was added to the resulting solution with ice-cooling, followed by stirring for one hour, addition of 777 mg of benzenesulfonyl chloride and stirring for one hour. To the reaction solution, there were added 50 ml of ethyl acetate and 50 ml of a saturated sodium hydrogen carbonate aqueous solution followed by stirring for 30 minutes. After separation of phases, the aqueous phase w... The reactants are BrC=1C=C2C(=C(C(N(C2=CC1)CC1=CC=C(C=C1)OC)=O)C=1SC=CC1)OCC1CCOCC1 (6-bromo-4-(tetrahydro-2H-pyran-4-ylmethoxy)-1-(4-methoxybenzyl)-3-(thiophen-2-yl)quinolin-2(1H)-one), FC(C(=O)O)(F)F (trifluoroacetic acid). Solvent: C([O-])(O)=O.[Na+] (sodium bicarbonate). Conditions: temperature 100 celsius. Product: BrC=1C=C2C(=C(C(NC2=CC1)=O)C=1SC=CC1)OCC1CCOCC1 (6-bromo-4-(tetrahydro-2H-pyran-4-ylmethoxy)-3-(thiophen-2-yl)quinolin-2(1H)-one). As a reaction SMILES: [Br:1][C:2]1[CH:3]=[C:4]2[C:9](=[CH:10][CH:11]=1)[N:8](CC1C=CC(OC)=CC=1)[C:7](=[O:21])[C:6]([C:22]1[S:23][CH:24]=[CH:25][CH:26]=1)=[C:5]2[O:27][CH2:28][CH:29]1[CH2:34][CH2:33][O:32][CH2:31][CH2:30]1.FC(F)(F)C(O)=O>C(=O)(O)[O-].[Na+]>[Br:1][C:2]1[CH:3]=[C:4]2[C:9](=[CH:10][CH:11]=1)[NH:8][C:7](=[O:21])[C:6]([C:22]1[S:23][CH:24]=[CH:25][CH:26]=1)=[C:5]2[O:27][CH2:28][CH:29]1[CH2:30][CH2:31][O:32][CH2:33][CH2:34]1 |f:2.3|. Procedure: 6-bromo-4-(tetrahydro-2H-pyran-4-ylmethoxy)-1-(4-methoxybenzyl)-3-(thiophen-2-yl)quinolin-2(1H)-one (160 mg, 0.30 mmol) was taken into neat trifluoroacetic acid (500 μL, 6.5 mmol). The reaction mixture was heated overnight at 100° C. The crude reaction mixture was poured into saturated sodium bicarbonate (50 mL). The product was extracted with dichloromethane (3×50 mL). The combined organic extractions were dried over magnesium sulfate, filtered, and concentrated in vacuo. The crude material was...